This data is from the Open Reaction Database (ORD), a public repository of structured organic reaction records. The task is: describe an organic reaction: reactants, conditions, products, and yield Starting materials: FC1=C(C=CC(=C1)B1OC(C(O1)(C)C)(C)C)C=1C=NC(=NC1)N (5-(2-fluoro-4-(4,4,5,5-tetramethyl-1,3,2-dioxaborolan-2-yl)phenyl)pyrimidin-2-amine), BrC1=C(C=CC=C1)S(=O)(=O)C1(CCCC1)CN ((1-((2-bromophenyl)sulfonyl)cyclopentyl)methanamine). Product: NCC1(CCCC1)S(=O)(=O)C1=C(C=CC=C1)C1=CC(=C(C=C1)C=1C=NC(=NC1)N)F (5-(2′-{[1-(Aminomethyl)cyclopentyl]sulfonyl}-3-fluorobiphenyl-4-yl)pyrimidin-2-amine). RXN SMILES: [F:1][C:2]1[CH:7]=[C:6](B2OC(C)(C)C(C)(C)O2)[CH:5]=[CH:4][C:3]=1[C:17]1[CH:18]=[N:19][C:20]([NH2:23])=[N:21][CH:22]=1.Br[C:25]1[CH:30]=[CH:29][CH:28]=[CH:27][C:26]=1[S:31]([C:34]1([CH2:39][NH2:40])[CH2:38][CH2:37][CH2:36][CH2:35]1)(=[O:33])=[O:32]>>[NH2:40][CH2:39][C:34]1([S:31]([C:26]2[CH:25]=[CH:30][CH:29]=[CH:28][C:27]=2[C:6]2[CH:5]=[CH:4][C:3]([C:17]3[CH:22]=[N:21][C:20]([NH2:23])=[N:19][CH:18]=3)=[C:2]([F:1])[CH:7]=2)(=[O:33])=[O:32])[CH2:38][CH2:37][CH2:36][CH2:35]1. Procedure details: The title compound was prepared using conditions analogous to those used to make Example 6 5-(2-fluoro-4-(4,4,5,5-tetramethyl-1,3,2-dioxaborolan-2-yl)phenyl)pyrimidin-2-amine and (1-((2-bromophenyl)sulfonyl)cyclopentyl)methanamine. MS (ESI): mass calcd. for C22H23FN5O2S, 426.15; m/z found, 427.1 [M+H]+. 1H NMR (400 MHz, CD3OD) δ 8.54 (d, J=1.3, 2H), 8.20 (dd, J=7.9, 1.2, 1H), 7.83 (m, 1H), 7.73 (m, 1H), 7.57-7.46 (m, 2H), 7.35-7.32 (m, 2H), 2.92 (s, 2H), 2.13-1.99 (m, 2H), 1.65-1.42 (m, 6H). Reactants: [Ca] (calcium), N(CC(=O)O)CC(=O)O (imino-diacetic acid), Cl (hydrochloric acid). Product: Cl.N(CC(=O)O)CC(=O)O (imino-diacetic acid HCl). Reaction SMILES: [Ca].[NH:2]([CH2:7][C:8]([OH:10])=[O:9])[CH2:3][C:4]([OH:6])=[O:5].[ClH:11]>>[ClH:11].[NH:2]([CH2:7][C:8]([OH:10])=[O:9])[CH2:3][C:4]([OH:6])=[O:5] |f:3.4|. Procedure: heating the calcium salt of imino-diacetic acid with concentrated hydrochloric acid in a molar ratio of from 2-3 to 1 at a temperature between 50° and 100° C. to form imino-diacetic acid HCl; As a reaction SMILES: [C:30](=[O:31])([OH:32])[O-:33].[CH2:21]([N:22]([S:23]([F:24])([F:25])[F:27])[CH2:26][CH3:28])[CH3:29].[Cl:35][CH2:36][Cl:37].[N:1](=[N+:2]=[N-:3])[CH2:4][CH:5]1[CH2:6][N:7]([C:11](=[O:12])[O:13][CH2:14][c:15]2[cH:16][cH:17][cH:18][cH:19][cH:20]2)[CH2:8][CH:9]1[OH:10].[Na+:34]>>[N:1](=[N+:2]=[N-:3])[CH2:4][CH:5]1[CH2:6][N:7]([C:11](=[O:12])[O:13][CH2:14][c:15]2[cH:16][cH:17][cH:18][cH:19][cH:20]2)[CH2:8][CH:9]1[F:27]. Starting materials: O=C([O-])O, CCN(CC)S(F)(F)F, ClCCl, [N-]=[N+]=NCC1CN(C(=O)OCc2ccccc2)CC1O, [Na+]. The product is [N-]=[N+]=NCC1CN(C(=O)OCc2ccccc2)CC1F. Isolated yield 24.2%. Solvent: C1CCOC1 (THF). As a reaction SMILES: B.C1COCC1.[F:7][C:8]1[CH:13]=[CH:12][CH:11]=[CH:10][C:9]=1[NH:14][CH2:15][C:16]([NH:18][C:19]1[CH:27]=[CH:26][CH:25]=[CH:24][C:20]=1[C:21]([OH:23])=[O:22])=O>C1COCC1>[C:21]([C:20]1[CH:24]=[CH:25][CH:26]=[CH:27][C:19]=1[NH:18][CH2:16][CH2:15][NH:14][C:9]1[CH:10]=[CH:11][CH:12]=[CH:13][C:8]=1[F:7])([OH:23])=[O:22] |f:0.1|. Reaction conditions: temperature 10 celsius, time 5 minute. Yields the product C(=O)(O)C1=C(C=CC=C1)NCCNC1=C(C=CC=C1)F (1-((2-Carboxyphenyl)amino)-2-((2-fluorophenyl)amino)ethane). Reported procedure: To a solution of BH3.THF (1.00M, 10.0 mL 300 mol %) at 5° C. was added a solution of 2-(2-(((2-fluorophenyl)amino)acetylamino)benzoic acid from Example 2 (1.0 g, 3.47 mmol) in anhydrous THF (10 mL). After stirring for 5 min at 10° C., the reaction mixture was refluxed for 2.5 h and then cooled to rt. The reaction mixture was quenched with 25% (w/v) NaOH (4 mL) and then the solution was refluxed for 4 h. After cooling to rt, the reaction mixture was stirred for 20 h, water (50 mL) was added, and ... The reactants are B.C1CCOC1 (BH3.THF), FC1=C(C=CC=C1)NCC(=O)NC1=C(C(=O)O)C=CC=C1 (2-(((2-fluorophenyl)amino)acetylamino)benzoic acid).